From a dataset of the Open Reaction Database (ORD), a public repository of structured organic reaction records. describe an organic reaction: reactants, conditions, products, and yield Reaction SMILES: [Cl:1][C:2]1[CH:3]=[C:4]([CH:9]=[CH:10][C:11]=1[OH:12])[C:5]([O:7][CH3:8])=[O:6].C(=O)([O-])[O-].[K+].[K+].I[CH:20]([CH3:22])[CH3:21]>CN(C=O)C>[Cl:1][C:2]1[CH:3]=[C:4]([CH:9]=[CH:10][C:11]=1[O:12][CH:20]([CH3:22])[CH3:21])[C:5]([O:7][CH3:8])=[O:6] |f:1.2.3|. Reactants: ClC=1C=C(C(=O)OC)C=CC1O (methyl 3-chloro-4-hydroxy-benzoate), C([O-])([O-])=O.[K+].[K+] (potassium carbonate), IC(C)C (2-iodopropane). Procedure details: To methyl 3-chloro-4-hydroxy-benzoate (3.0 g, 16.1 mmol) in DMF (19 mL) was added potassium carbonate (8.9 g, 64.3 mmol) followed by 2-iodopropane (5.5 g, 3.2 mL, 32.2 mmol). The reaction mixture was heated at 60° C. for 1.5 hours. The reaction mixture was cooled, filtered and diluted with EtOAc and the solvent was concentrated in vacuo. The material was dissolved in EtOAc and washed with water (3×10 mL) and brine (1×10 mL). The organic layer was dried over Na2SO4, filtered and the solvent was r... The solvent is CN(C)C=O (DMF). Conditions: temperature 60 celsius. Product: ClC=1C=C(C(=O)OC)C=CC1OC(C)C (methyl 3-chloro-4-isopropoxybenzoate). The solvent is C1CCOC1 (THF). Procedure: To a solution of (3,5-dimethyl-pyridin-2-ylmethyl)-isoquinolin-1-ylmethyl-piperidin-4-yl-amine (118 mg, 0.327 mmol) in anhydrous THF (3.5 mL) was added N-(phenoxycarbonyl)hydroxylamine (57.5 mg, 0.344 mmol). The mixture was warmed to reflux and stirred for 17 h, then cooled to ambient temperature and concentrated to a yellow solid. Purification by column chromatography on silica gel (eluted with CH2Cl2/MeOH/NH4OH) follow by purification by radial chromatography (eluted with CH2Cl2/MeOH/NH4OH 94:... Reaction SMILES: [CH3:1][C:2]1[C:3]([CH2:9][N:10]([CH2:17][C:18]2[C:27]3[C:22](=[CH:23][CH:24]=[CH:25][CH:26]=3)[CH:21]=[CH:20][N:19]=2)[CH:11]2[CH2:16][CH2:15][NH:14][CH2:13][CH2:12]2)=[N:4][CH:5]=[C:6]([CH3:8])[CH:7]=1.[O:28]([C:35]([NH:37][OH:38])=O)C1C=CC=CC=1>C1COCC1>[OH:38][NH:37][C:35]([N:14]1[CH2:15][CH2:16][CH:11]([N:10]([CH2:9][C:3]2[C:2]([CH3:1])=[CH:7][C:6]([CH3:8])=[CH:5][N:4]=2)[CH2:17][C:18]2[C:27]3[C:22](=[CH:23][CH:24]=[CH:25][CH:26]=3)[CH:21]=[CH:20][N:19]=2)[CH2:12][CH2:13]1)=[O:28]. Yields the product ONC(=O)N1CCC(CC1)N(CC1=NC=CC2=CC=CC=C12)CC1=NC=C(C=C1C)C (4-[(3,5-Dimethyl-pyridin-2-ylmethyl)-isoquinolin-1-ylmethyl-amino]-piperidine-1-carboxylic acid hydroxyamide). Reaction conditions: time 17 hour. Reactants: CC=1C(=NC=C(C1)C)CN(C1CCNCC1)CC1=NC=CC2=CC=CC=C12 ((3,5-dimethyl-pyridin-2-ylmethyl)-isoquinolin-1-ylmethyl-piperidin-4-yl-amine), O(C1=CC=CC=C1)C(=O)NO (N-(phenoxycarbonyl)hydroxylamine). Yield: 62.7%. Starting materials: C(C)(C)(C)OC(NC1CC=C(CC1)C=1C=C2C(=NC1)NC=C2)=O ([4-(1H-Pyrrolo[2,3-b]pyridin-5-yl)-cyclohex-3-enyl]-carbamic acid tert-butyl ester), CCOC(=O)C (EtOAc). The reagents and catalysts are [Pd] (Pd/C). Solvent: CO (MeOH). Run at time 20 hour. The product is C(C)(C)(C)OC(NC1CCC(CC1)C=1C=C2C(=NC1)NC=C2)=O ([4-(1H-pyrrolo[2,3-b]pyridin-5-yl)-cyclohexyl]-carbamic acid tert-butyl ester). The yield is 92.7%. As a reaction SMILES: [C:1]([O:5][C:6](=[O:23])[NH:7][CH:8]1[CH2:13][CH2:12][C:11]([C:14]2[CH:15]=[C:16]3[CH:22]=[CH:21][NH:20][C:17]3=[N:18][CH:19]=2)=[CH:10][CH2:9]1)([CH3:4])([CH3:3])[CH3:2].CCOC(C)=O>[Pd].CO>[C:1]([O:5][C:6](=[O:23])[NH:7][CH:8]1[CH2:9][CH2:10][CH:11]([C:14]2[CH:15]=[C:16]3[CH:22]=[CH:21][NH:20][C:17]3=[N:18][CH:19]=2)[CH2:12][CH2:13]1)([CH3:4])([CH3:2])[CH3:3]. Procedure details: A mixture of trifluoro-methanesulfonic acid 4-tert-butoxycarbonylamino-cyclohex-1-enyl ester (730 mg, 20 mmol), 5-(4,4,5,5-tetramethyl-[1,3,2]dioxaborolan-2-yl)-1H-pyrrolo[2,3-b]pyridine (490 mg, 20 mmol), Pd(dppf)Cl2 (80 mg) and 2.0M Na2CO3 (3 ml, 6 mmol) in DMF (20 ml) was heated at 80° C. under N2 for 3 hours, and then concentrated. The residue was suspended in water, filtered and the solid was purified by FC to give [4-(1H-Pyrrolo[2,3-b]pyridin-5-yl)-cyclohex-3-enyl]-carbamic acid tert-butyl... Reactants: OC[C@@H]1CCC(N1CC1=CC=CC=C1)=O ((S)-5-(hydroxymethyl)-1-(phenylmethyl)-2-pyrrolidinone), ester, C=O (CH2O), ester, CO[C@@](C(=O)O)(C(F)(F)F)C1=CC=CC=C1 ((S)-(-)-α-methoxy-α-(trifluoromethyl)phenylacetic acid). Yields the product OCC1CCC(N1CC1=CC=CC=C1)=O (racemic 5-(hydroxymethyl)-1-(phenylmethyl)-2-pyrrolidinone). Reaction SMILES: [OH:1][CH2:2][C@H:3]1[N:7]([CH2:8][C:9]2[CH:14]=[CH:13][CH:12]=[CH:11][CH:10]=2)[C:6](=[O:15])[CH2:5][CH2:4]1.CO[C@](C1C=CC=CC=1)(C(F)(F)F)C(O)=O.C=O>>[OH:1][CH2:2][CH:3]1[N:7]([CH2:8][C:9]2[CH:14]=[CH:13][CH:12]=[CH:11][CH:10]=2)[C:6](=[O:15])[CH2:5][CH2:4]1. Procedure: The optical purity of the (S)-5-(hydroxymethyl)-1-(phenylmethyl)-2-pyrrolidinone was established by formation of the ester derived from (S)-(-)-α-methoxy-α-(trifluoromethyl)phenylacetic acid ((-)-MTPA) following the procedure of Mosher, et al. (J. Org. Chem. 1969, 34, 2543). A single diastereomeric ester, as judged by 1H NMR and TLC, was obtained, and could readily be differentiated from the diastereomeric mixture (by the doubling of the CH2N and CH2O signals in the 1H NMR) produced when racemic... Reactants: CC(C)(CCl)C(=O)Cl, Cl, NO, [Na+], [OH-], O. The product is CC(C)(CCl)C(=O)NO. Reaction SMILES: [Cl:6][CH2:7][C:8]([C:9](=[O:10])[Cl:11])([CH3:12])[CH3:13].[ClH:1].[NH2:2][OH:3].[Na+:5].[OH-:4].[OH2:14]>>[NH:2]([OH:3])[C:9]([C:8]([CH2:7][Cl:6])([CH3:12])[CH3:13])=[O:10]. Starting materials: sulfide, N#CN (cyanamide), [OH-].[Na+] (NaOH), CSC(C)C=1C=CC(=NC1)C(F)(F)F (5-[1-(methylthio)ethyl]-2-trifluoromethylpyridine), N#CN (cyanamide), Cl[O-].[Na+] (sodium hypochlorite), [OH-].[Na+] (NaOH), aqueous solution, Cl[O-].[Na+] (sodium hypochlorite), [OH-].[Na+] (NaOH), sulfide, [OH-].[Na+] (NaOH), N#CN (cyanamide). Reaction conditions: time 5 minute. The product is C(#N)N=S(C(C)C=1C=NC(=CC1)C(F)(F)F)C (N-cyano-S-methyl-S-[1-(6-trifluoromethyl-3-pyridinyl)ethyl]sulfilimine). As a reaction SMILES: [OH-].[Na+].[N:3]#[C:4][NH2:5].[CH3:6][S:7][CH:8]([C:10]1[CH:11]=[CH:12][C:13]([C:16]([F:19])([F:18])[F:17])=[N:14][CH:15]=1)[CH3:9].Cl[O-].[Na+]>>[C:4]([N:5]=[S:7]([CH3:6])[CH:8]([C:10]1[CH:15]=[N:14][C:13]([C:16]([F:19])([F:17])[F:18])=[CH:12][CH:11]=1)[CH3:9])#[N:3] |f:0.1,4.5|. Procedure: A sulfide feed stream known to include acidic impurities was titrated with dilute NaOH and found to contain about 3.2×10−5 moles of acid/gram. The cyanamide was titrated with dilute NaOH and found to contain about 2.01×10−5 moles of acid/gram. Thus, for the oxidation reaction of 5-[1-(methylthio)ethyl]-2-trifluoromethylpyridine with cyanamide and sodium hypochlorite (13%) conducted on a 0.047 mole scale, the total moles of acid in the mixture was 0.00041 moles. The effect of adding NaOH to the m... Reactants: CC(CN1CCCC1)(C)N1C=NC(=C1)NC(C(CCC)N)=O (2-Amino-pentanoic acid [1-(1,1-dimethyl-2-pyrrolidin-1-yl-ethyl)-1H-imidazol-4-yl]-amide), FC1=C2CCC(CC2=CC(=C1)F)=O (5,7-Difluoro-3,4-dihydro-1H-naphthalen-2-one). Yields the product CC(CN1CCCC1)(C)N1C=NC(=C1)NC(C(CCC)NC1CC2=CC(=CC(=C2CC1)F)F)=O (2-(5,7-Difluoro-1,2,3,4-tetrahydro-naphthalen-2-ylamino)-pentanoic acid [1-(1,1-dimethyl-2-pyrrolidin-1-yl-ethyl)-1H-imidazol-4-yl]-amide). As a reaction SMILES: [CH3:1][C:2]([N:10]1[CH:14]=[C:13]([NH:15][C:16](=[O:22])[CH:17]([NH2:21])[CH2:18][CH2:19][CH3:20])[N:12]=[CH:11]1)([CH3:9])[CH2:3][N:4]1[CH2:8][CH2:7][CH2:6][CH2:5]1.[F:23][C:24]1[CH:33]=[C:32]([F:34])[CH:31]=[C:30]2[C:25]=1[CH2:26][CH2:27][C:28](=O)[CH2:29]2>>[CH3:1][C:2]([N:10]1[CH:14]=[C:13]([NH:15][C:16](=[O:22])[CH:17]([NH:21][CH:28]2[CH2:27][CH2:26][C:25]3[C:30](=[CH:31][C:32]([F:34])=[CH:33][C:24]=3[F:23])[CH2:29]2)[CH2:18][CH2:19][CH3:20])[N:12]=[CH:11]1)([CH3:9])[CH2:3][N:4]1[CH2:8][CH2:7][CH2:6][CH2:5]1. Procedure: 2-Amino-pentanoic acid [1-(1,1-dimethyl-2-pyrrolidin-1-yl-ethyl)-1H-imidazol-4-yl]-amide was reacted with 5,7-Difluoro-3,4-dihydro-1H-naphthalen-2-one to provide the title compound: C13 NMR (100 MHz, CDCl3) 14.2, 19.6, 19.6, 20.6, 24.3, 26.6, 28.4, 29.3, 36.5, 36.6, 37.1, 52.6, 56.0, 59.1, 60.6, 67.2, 101.3, 104.7, 111.2, 131.1, 172.3; MS m/z 474.4 (M+1). Reactants: ( 6 ), ClC1=C(C=O)C=CC(=C1)Cl (2,4-dichlorobenzaldehyde), [N+](=O)([O-])CC (1-nitroethane), C(C)(=O)[O-] (acetate), ice. Solvent: C(C)(=O)O (acetic acid). Yields the product 1-aryl-2-nitropropenes, ClC1=C(C=CC(=C1)Cl)C=C(C)[N+](=O)[O-] (1-(2,4-dichlorophenyl)-2-nitropropene). Yield: 55.2%. As a reaction SMILES: [Cl:1][C:2]1[CH:9]=[C:8]([Cl:10])[CH:7]=[CH:6][C:3]=1[CH:4]=O.[N+:11]([CH2:14][CH3:15])([O-:13])=[O:12].C([O-])(=O)C>C(O)(=O)C>[Cl:1][C:2]1[CH:9]=[C:8]([Cl:10])[CH:7]=[CH:6][C:3]=1[CH:4]=[C:14]([N+:11]([O-:13])=[O:12])[CH3:15]. Procedure details: The 1-aryl-2-nitropropenes were prepared according to the procedure of Koremura, Oku, Shono and Nakanishi (6). The starting aldehydes, commercially available, were used without further purification. To prepare 1-(2,4-dichlorophenyl)-2-nitropropene, a mixture of 43.5 g (0.25 mol) of 2,4-dichlorobenzaldehyde, 18.75 g (0.25 mol) of 1-nitroethane, and 20 g of ammmonium acetate, dissolved in 100 ml of glacial acetic acid, was refluxed for two hours, and then poured onto 200 g of ice. The yellow preci... As a reaction SMILES: [Br:20][c:21]1[cH:22][cH:23][c:24]([CH2:27][C:28](=[O:29])[OH:30])[cH:25][cH:26]1.[CH3:46][N:47]([c:48]1[cH:49][cH:50][n:51][cH:52][cH:53]1)[CH3:54].[NH2:1][c:2]1[c:3]([OH:19])[cH:4][c:5]([O:8][c:9]2[cH:10][cH:11][c:12]([C:15]([F:16])([F:17])[F:18])[cH:13][cH:14]2)[cH:6][cH:7]1.[O:41]=[CH:42][N:43]([CH3:44])[CH3:45].[OH:31][n:32]1[c:33]2[c:34]([cH:35][cH:36][cH:37][cH:38]2)[n:39][n:40]1>>[NH:1]([c:2]1[c:3]([OH:19])[cH:4][c:5]([O:8][c:9]2[cH:10][cH:11][c:12]([C:15]([F:16])([F:17])[F:18])[cH:13][cH:14]2)[cH:6][cH:7]1)[C:28]([CH2:27][c:24]1[cH:23][cH:22][c:21]([Br:20])[cH:26][cH:25]1)=[O:29]. Starting materials: O=C(O)Cc1ccc(Br)cc1, CN(C)c1ccncc1, Nc1ccc(Oc2ccc(C(F)(F)F)cc2)cc1O, CN(C)C=O, On1nnc2ccccc21. Yields the product O=C(Cc1ccc(Br)cc1)Nc1ccc(Oc2ccc(C(F)(F)F)cc2)cc1O. Reactants: C(C)(C)(C)OC(CN(C1=NC(=CC=C1)C(NCC1=CC=C(C=C1)C=1SC=C(N1)C(F)(F)F)S(=O)(=O)C1=NC=CC=C1)C(=O)OC(C)(C)C)=O (tert-butyl[tert-butoxycarbonyl(6-{(pyridin-2-ylsulfonyl)[4-(4-trifluoromethylthiazol-2-yl)benzyl]aminomethyl}pyridin-2-yl)amino]acetate), C(C)(C)(C)OC(CN(C1=NC(=CC=C1)C(NS(=O)(=O)C1=NC=CC=C1)CC1=CC=C(C=C1)N1N=CC=C1)C(=O)OC(C)(C)C)=O (tert-butyl[tert-butoxycarbonyl(6-{[4-(pyrazol-1-yl)benzyl](pyridin-2-ylsulfonyl)aminomethyl}pyridin-2-yl)amino]acetate). Yields the product N1=C(C=CC=C1)S(=O)(=O)C(C1=CC=CC(=N1)NCC(=O)O)NCC1=CC=C(C=C1)C=1SC=C(N1)C(F)(F)F ((6-{(Pyridin-2-ylsulfonyl)[4-(4-trifluoromethylthiazol-2-yl)benzyl]aminomethyl}pyridin-2-ylamino)acetic acid). Yield: 85.1%. Reaction SMILES: C([O:5][C:6](=[O:49])[CH2:7][N:8](C(OC(C)(C)C)=O)[C:9]1[CH:14]=[CH:13][CH:12]=[C:11]([CH:15]([S:33]([C:36]2[CH:41]=[CH:40][CH:39]=[CH:38][N:37]=2)(=[O:35])=[O:34])[NH:16][CH2:17][C:18]2[CH:23]=[CH:22][C:21]([C:24]3[S:25][CH:26]=[C:27]([C:29]([F:32])([F:31])[F:30])[N:28]=3)=[CH:20][CH:19]=2)[N:10]=1)(C)(C)C.C(OC(=O)CN(C(OC(C)(C)C)=O)C1C=CC=C(C(CC2C=CC(N3C=CC=N3)=CC=2)NS(C2C=CC=CN=2)(=O)=O)N=1)(C)(C)C>>[N:37]1[CH:38]=[CH:39][CH:40]=[CH:41][C:36]=1[S:33]([CH:15]([NH:16][CH2:17][C:18]1[CH:23]=[CH:22][C:21]([C:24]2[S:25][CH:26]=[C:27]([C:29]([F:30])([F:31])[F:32])[N:28]=2)=[CH:20][CH:19]=1)[C:11]1[N:10]=[C:9]([NH:8][CH2:7][C:6]([OH:49])=[O:5])[CH:14]=[CH:13][CH:12]=1)(=[O:34])=[O:35]. Procedure: Reaction and post-treatment were carried out in the same manner as in Example 21-(b) except for using tert-butyl[tert-butoxycarbonyl(6-{(pyridin-2-ylsulfonyl)[4-(4-trifluoromethylthiazol-2-yl)benzyl]aminomethyl}pyridin-2-yl)amino]acetate (440 mg, 0.611 mmol) obtained in Example 25-(a) in place of tert-butyl[tert-butoxycarbonyl(6-{[4-(pyrazol-1-yl)benzyl](pyridin-2-ylsulfonyl)aminomethyl}pyridin-2-yl)amino]acetate to afford the title compound (293 mg) as a white solid. (Yield: 85%)